From a dataset of the Open Reaction Database (ORD), a public repository of structured organic reaction records. describe an organic reaction: reactants, conditions, products, and yield Reactants: COC(=O)C1=CC2=C(N(C(=N2)CCCC)CC2=CC=C(C=C2)C2=C(C=CC=C2)C2=NN=NN2)S1 (2-butyl-3-[(2'-{1H-tetrazol-5-yl}{1,1'-biphenyl}-4-yl)methyl]-3H-thieno[2,3-d]-imidazole-5-carboxylic acid methyl ester), O.[OH-].[Li+] (lithium hydroxide hydrate). Solvent: C1CCOC1.O (THF H2O). The product is C(CCC)C1=NC2=C(N1CC1=CC=C(C=C1)C1=C(C=CC=C1)C1=NN=NN1)SC(=C2)C(=O)O (2-butyl-3-[(2'-{1H-tetrazol-5-yl}{1,1'-biphenyl}-4yl)methyl]-3H-thieno[2,3-d]imidazole-5-carboxylic acid). Reaction SMILES: C[O:2][C:3]([C:5]1[S:34][C:8]2[N:9]([CH2:16][C:17]3[CH:22]=[CH:21][C:20]([C:23]4[CH:28]=[CH:27][CH:26]=[CH:25][C:24]=4[C:29]4[NH:33][N:32]=[N:31][N:30]=4)=[CH:19][CH:18]=3)[C:10]([CH2:12][CH2:13][CH2:14][CH3:15])=[N:11][C:7]=2[CH:6]=1)=[O:4].O.[OH-].[Li+]>C1COCC1.O>[CH2:12]([C:10]1[N:9]([CH2:16][C:17]2[CH:18]=[CH:19][C:20]([C:23]3[CH:28]=[CH:27][CH:26]=[CH:25][C:24]=3[C:29]3[NH:30][N:31]=[N:32][N:33]=3)=[CH:21][CH:22]=2)[C:8]2[S:34][C:5]([C:3]([OH:4])=[O:2])=[CH:6][C:7]=2[N:11]=1)[CH2:13][CH2:14][CH3:15] |f:1.2.3,4.5|. Procedure: 2-butyl-3-[(2'-{1H-tetrazol-5-yl}{1,1'-biphenyl}-4-yl)methyl]-3H-thieno[2,3-d]-imidazole-5-carboxylic acid methyl ester (1, A-B-C are --CH=C(CO2CH3)--S--; R6 -E=butyl; R1 =tetrazol-5-yl) prepared as described in Example 5 can be saponified with lithium hydroxide hydrate in THF/H2O (5:1) at room temperature for 24 hours to give the title compound.